This data is from the Open Reaction Database (ORD), a public repository of structured organic reaction records. The task is: describe an organic reaction: reactants, conditions, products, and yield Isolated yield 51.7%. The product is BrC=1C=CC=2N(C3=CC=C(C=C3C2C1)C1=CC=CC=C1)C1=CC=C(C=C1)C (3-bromo-6-phenyl-N-(4-methylphenyl)carbazole). The reactants are BrC=1C=CC=2N(C3=CC=C(C=C3C2C1)Br)C1=CC=C(C=C1)C (3,6-Dibromo-N-(4-methylphenyl)carbazole), C1(=CC=CC=C1)B(O)O (phenylboronic acid), C1(=CC=CC=C1)C (toluene). Reaction SMILES: Br[C:2]1[CH:3]=[CH:4][C:5]2[N:6]([C:16]3[CH:21]=[CH:20][C:19]([CH3:22])=[CH:18][CH:17]=3)[C:7]3[C:12]([C:13]=2[CH:14]=1)=[CH:11][C:10]([Br:15])=[CH:9][CH:8]=3.[C:23]1(B(O)O)[CH:28]=[CH:27][CH:26]=[CH:25][CH:24]=1.C1(C)C=CC=CC=1>C(O)C>[Br:15][C:10]1[CH:9]=[CH:8][C:7]2[N:6]([C:16]3[CH:21]=[CH:20][C:19]([CH3:22])=[CH:18][CH:17]=3)[C:5]3[C:13]([C:12]=2[CH:11]=1)=[CH:14][C:2]([C:23]1[CH:28]=[CH:27][CH:26]=[CH:25][CH:24]=1)=[CH:3][CH:4]=3. Run in C(C)O (ethanol). Reported procedure: 3,6-Dibromo-N-(4-methylphenyl)carbazole (6.23 g) and phenylboronic acid (2.01 g) were added to a solvent mixture of toluene (60 mL) and ethanol (15 mL), followed by bubbling with nitrogen. Then, tetrakistriphenylphosphine palladium (290 mg) and 21.2% aqueous sodium carbonate solution (15.0 g) were added to the mixture, and the resultant mixture was refluxed under nitrogen flow for 5 hours. The mixture was diluted with toluene. The toluene layer was washed with water and dried and the toluene was...